Dataset: the Open Reaction Database (ORD), a public repository of structured organic reaction records. Task: describe an organic reaction: reactants, conditions, products, and yield The product is CC1=NN=C(S1)SCC1=C(N2C(C(C2SC1)N)=O)C(=O)O (3-[[(5-Methyl-1,3,4-thiadiazole-2-yl)thio]methyl]-7-amino-8-oxo-5-thia-1-azabicyclo[4.2.0]oct-2-ene-2-carboxylic acid). As a reaction SMILES: CC(O[CH2:5][C:6]1[CH2:15][S:14][C@@H:9]2[C@H:10]([NH2:13])[C:11](=[O:12])[N:8]2[C:7]=1[C:16]([OH:18])=[O:17])=O.[OH-].[Na+].[CH3:21][C:22]1[S:23][C:24]([SH:27])=[N:25][N:26]=1.Cl>CC(C)=O.O>[CH3:21][C:22]1[S:23][C:24]([S:27][CH2:5][C:6]2[CH2:15][S:14][CH:9]3[N:8]([C:11](=[O:12])[CH:10]3[NH2:13])[C:7]=2[C:16]([OH:18])=[O:17])=[N:25][N:26]=1 |f:1.2|. Starting materials: CC(=O)OCC1=C(N2[C@@H]([C@@H](C2=O)N)SC1)C(=O)O (7-aminocephalosporanic acid), Cl (hydrochloric acid), [OH-].[Na+] (sodium hydroxide), CC=1SC(=NN1)S (2-methyl-1,3,4-thiadiazole-5-thiol). Solvent: CC(=O)C (acetone), O (water). Procedure: A mixture of 13.6 g. (0.05 M) of 7-aminocephalosporanic acid in 100 ml. of water and 50 ml. of acetone are brought to pH 8 with sodium hydroxide while stirring. 9.8 g. (0.57 M) of 2-methyl-1,3,4-thiadiazole-5-thiol are added and the mixture is heated at 80° for 4 hours. After cooling to 5°, this is acidified to pH 3.5 with dilute hydrochloric acid and stirred for 15 minutes. The precipitated solid is filtered under suction and washed with acetone. This 3 -[[(5-methyl-1,3,4-thiadiazol-2-yl)thio]m...